This data is from the Open Reaction Database (ORD), a public repository of structured organic reaction records. The task is: describe an organic reaction: reactants, conditions, products, and yield Conditions: time 24 hour. Yield: 74.2%. RXN SMILES: C[O:2][C:3]([C@@H:5]1[CH2:9][C@H:8]([NH:10][C:11]([C:13]2[CH:22]=[CH:21][C:20]3[C:15](=[CH:16][CH:17]=[CH:18][CH:19]=3)[C:14]=2[OH:23])=[O:12])[CH2:7][N:6]1[CH2:24][CH:25]1[CH2:30][CH2:29][CH2:28][CH2:27][CH2:26]1)=[O:4].[OH-].[Li+].Cl>CO>[CH:25]1([CH2:24][N:6]2[CH2:7][C@@H:8]([NH:10][C:11]([C:13]3[CH:22]=[CH:21][C:20]4[C:15](=[CH:16][CH:17]=[CH:18][CH:19]=4)[C:14]=3[OH:23])=[O:12])[CH2:9][C@H:5]2[C:3]([OH:4])=[O:2])[CH2:30][CH2:29][CH2:28][CH2:27][CH2:26]1 |f:1.2|. The solvent is CO (methanol). The reactants are COC(=O)[C@H]1N(C[C@H](C1)NC(=O)C1=C(C2=CC=CC=C2C=C1)O)CC1CCCCC1 ((2S,4S)-1-cyclohexylmethyl-4-[(1-hydroxy-naphthalene-2-carbonyl)-amino]-pyrrolidine-2-carboxylic acid methyl ester), [OH-].[Li+] (lithium hydroxide), Cl (hydrochloric acid). Reported procedure: To a stirred solution of (2S,4S)-1-cyclohexylmethyl-4-[(1-hydroxy-naphthalene-2-carbonyl)-amino]-pyrrolidine-2-carboxylic acid methyl ester (350 mg, 0.85 mmol) in methanol (8 mL) was added lithium hydroxide (204 mg, 8.53 mmol) and the mixture was stirred at room temp. for 24 h. The reaction mixture was then acidified with dilute hydrochloric acid, extracted with ethyl acetate and washed with water and brine. The organic layer was dried over anhydrous sodium sulfate, filtered, concentrated and pu... Product: C1(CCCCC1)CN1[C@@H](C[C@@H](C1)NC(=O)C1=C(C2=CC=CC=C2C=C1)O)C(=O)O ((2S,4S)-1-cyclohexylmethyl-4-[(1-hydroxy-naphthalene-2-carbonyl)-amino]-pyrrolidine-2-carboxylic acid). Starting materials: Cc1cccc(-c2oc(C)nc2C(=O)O)c1, CC(F)(F)c1coc(Cn2ncc(N)n2)n1. Yields the product Cc1cccc(-c2oc(C)nc2C(=O)Nc2cnn(Cc3nc(C(C)(F)F)co3)n2)c1. As a reaction SMILES: [CH3:17][c:18]1[o:19][c:20](-[c:26]2[cH:27][c:28]([CH3:32])[cH:29][cH:30][cH:31]2)[c:21]([C:23](=[O:24])[OH:25])[n:22]1.[F:1][C:2]([CH3:3])([F:4])[c:5]1[n:6][c:7]([CH2:10][n:11]2[n:12][cH:13][c:14]([NH2:16])[n:15]2)[o:8][cH:9]1>>[F:1][C:2]([CH3:3])([F:4])[c:5]1[n:6][c:7]([CH2:10][n:11]2[n:12][cH:13][c:14]([NH:16][C:23]([c:21]3[c:20](-[c:26]4[cH:27][c:28]([CH3:32])[cH:29][cH:30][cH:31]4)[o:19][c:18]([CH3:17])[n:22]3)=[O:24])[n:15]2)[o:8][cH:9]1. Starting materials: COc1cc2[nH]c(=O)oc(=O)c2cc1OC, CN(C)C=O, [H-], CI, [Na+], O. The product is COc1cc2c(=O)oc(=O)n(C)c2cc1OC. RXN SMILES: [CH3:1][O:2][c:3]1[cH:4][c:5]2[c:6]([nH:7][c:8](=[O:12])[o:9][c:10]2=[O:11])[cH:13][c:14]1[O:15][CH3:16].[CH3:22][N:23]([CH3:24])[CH:25]=[O:26].[H-:17].[I:19][CH3:20].[Na+:18].[OH2:21]>>[CH3:1][O:2][c:3]1[cH:4][c:5]2[c:6]([n:7]([CH3:20])[c:8](=[O:12])[o:9][c:10]2=[O:11])[cH:13][c:14]1[O:15][CH3:16]. The reactants are CCO, Cl, Nc1nc2c([N+](=O)[O-])cc(OC(F)(F)F)cc2s1, [Fe], O. Product: Nc1nc2c(N)cc(OC(F)(F)F)cc2s1. RXN SMILES: [CH3:20][CH2:21][OH:22].[ClH:19].[F:1][C:2]([O:3][c:4]1[cH:5][c:6]2[c:7]([n:8][c:9]([NH2:11])[s:10]2)[c:12]([N+:14]([O-:15])=[O:16])[cH:13]1)([F:17])[F:18].[Fe:23].[OH2:24]>>[F:1][C:2]([O:3][c:4]1[cH:5][c:6]2[c:7]([n:8][c:9]([NH2:11])[s:10]2)[c:12]([NH2:14])[cH:13]1)([F:17])[F:18]. Starting materials: OC1=C(C(=O)O)C=C(C=C1)N (2-Hydroxy-5-aminobenzoic acid), C(C)(=O)OC(C)=O (acetic anhydride). Run in O (water). Run at temperature 100 celsius, time 10 minute. The product is OC1=C(C(=O)O)C=C(C=C1)NC(C)=O (2-hydroxy-5-acetamidobenzoic acid). Isolated yield 67.0%. As a reaction SMILES: [OH:1][C:2]1[CH:10]=[CH:9][C:8]([NH2:11])=[CH:7][C:3]=1[C:4]([OH:6])=[O:5].[C:12](OC(=O)C)(=[O:14])[CH3:13]>O>[OH:1][C:2]1[CH:10]=[CH:9][C:8]([NH:11][C:12](=[O:14])[CH3:13])=[CH:7][C:3]=1[C:4]([OH:6])=[O:5]. Reported procedure: 2-Hydroxy-5-aminobenzoic acid (20.0 g, 0.131 mole) was suspended in water (100 ml), and acetic anhydride (15.0 ml) was added. The reaction mixture was heated to 100° C., with stirring, for 10 minutes, cooled in an ice bath, and the product was isolated by filtration. After recrystallization from water, with activated carbon, analytically pure 2-hydroxy-5-acetamidobenzoic acid (17.0 g, 67%) was obtained, m.p. 218°-220° C. Found (Calc. for C9H9NO4) C 55.10 (55.38), H 4.61 (4.62), N 7.10 (7.18). The reactants are N1CC(C1)N1N=C(C=2C1=NC=NC2N)C2=CC=C(C=C2)OC2=CC=CC=C2 (1-(3-azetanyl)-3-(4-phenoxyphenyl)-1H-pyrazolo [3,4-d]pyrimidin-4-amine), Cl.C(C)N(CCC(=O)O)CC (3-(diethylamino)propionic acid hydrochloride), Cl.CN(CCCN=C=NCC)C (1-(3-dimethylaminopropyl)-3-ethylcarbodiimide hydrochloride), CCN(C(C)C)C(C)C (N,N′-diisopropylethylamine), ON1N=NC2=C1N=CC=C2 (1-hydroxy-7-azabenzotriazole). Run in CN(C=O)C (N,N-dimethylformamide). Run at time 18 hour. Product: NC1=C2C(=NC=N1)N(N=C2C2=CC=C(C=C2)OC2=CC=CC=C2)C2CN(C2)C(CCN(CC)CC)=O (1-{3-[4-amino-3-(4-phenoxyphenyl)-1H-pyrazolo[3,4-d]pyrimidin-1-yl]-1-azetanyl}-3-(diethylamino)-1-propanone). Yield: 35.7%. RXN SMILES: [NH:1]1[CH2:4][CH:3]([N:5]2[C:9]3=[N:10][CH:11]=[N:12][C:13]([NH2:14])=[C:8]3[C:7]([C:15]3[CH:20]=[CH:19][C:18]([O:21][C:22]4[CH:27]=[CH:26][CH:25]=[CH:24][CH:23]=4)=[CH:17][CH:16]=3)=[N:6]2)[CH2:2]1.Cl.[CH2:29]([N:31]([CH2:37][CH3:38])[CH2:32][CH2:33][C:34](O)=[O:35])[CH3:30].Cl.CN(C)CCCN=C=NCC.CCN(C(C)C)C(C)C.ON1C2N=CC=CC=2N=N1>CN(C)C=O>[NH2:14][C:13]1[N:12]=[CH:11][N:10]=[C:9]2[N:5]([CH:3]3[CH2:2][N:1]([C:34](=[O:35])[CH2:33][CH2:32][N:31]([CH2:37][CH3:38])[CH2:29][CH3:30])[CH2:4]3)[N:6]=[C:7]([C:15]3[CH:16]=[CH:17][C:18]([O:21][C:22]4[CH:27]=[CH:26][CH:25]=[CH:24][CH:23]=4)=[CH:19][CH:20]=3)[C:8]=12 |f:1.2,3.4|. Reported procedure: A mixture of 1-(3-azetanyl)-3-(4-phenoxyphenyl)-1H-pyrazolo [3,4-d]pyrimidin-4-amine (0.05 g, 0.00014 mol), 3-(diethylamino)propionic acid hydrochloride (0.0032 g, 0.000175 mol), 1-(3-dimethylaminopropyl)-3-ethylcarbodiimide hydrochloride (0.0034 g, 0.000175 mol), N,N′-diisopropylethylamine (0.068 g, 0.00053 mol) and 1-hydroxy-7-azabenzotriazole (0.019 g, 0.00014 mol) in anhydrous N,N-dimethylformamide (6 mL) was stirred for 18 hours at room temperature. The solvent was removed under reduced pre... Starting materials: amine, C(\C=C/C(=O)O)(=O)O (maleic acid), C(C)(=O)OCC (ethyl acetate). The solvent is C(C)O (ethanol). Conditions: time 22 hour. The product is C(C)O.C(C)(=O)OCC (Ethanol Ethyl Acetate). RXN SMILES: C(O)(=O)/C=[CH:3]\[C:4](O)=[O:5].[C:9]([O:12][CH2:13][CH3:14])(=[O:11])[CH3:10]>C(O)C>[CH2:4]([OH:5])[CH3:3].[C:9]([O:12][CH2:13][CH3:14])(=[O:11])[CH3:10] |f:3.4|. Reported procedure: The amine compound of Formula I (10 g) in ethyl acetate (35 mL) was mixed with a solution of maleic acid (2.18 g) in ethanol (10 mL) at room temperature. Crystalline seeds were added and the mixture was stirred at room temperature for 22 h. The slurry was cooled gradually to −10° C. and stirred at that temperature for 4 h. The product was filtered, washed with ethyl acetate (10 mL), and dried overnight at 64° C. under vacuum to give the desired salt as a white solid. Ratio of rotamer 1 to 2: 2.3...